This data is from the Open Reaction Database (ORD), a public repository of structured organic reaction records. The task is: describe an organic reaction: reactants, conditions, products, and yield Starting materials: CC1=CC2=C(NC(N2)=O)C=C1C (5,6-Dimethyl-2-benzimidazolinone), C(=O)([O-])[O-].[K+].[K+] (K2CO3), C[N+](CC=1C2=C(SC1)C=CC=C2C)(C)C (trimethyl-(4-methyl-benzo[b]thiophen-3-ylmethyl)-ammonium), [I-] (iodide), [H-].[Na+] (NaH). The solvent is C(C)(=O)OCC (ethyl acetate), CO (MeOH), CC(=O)N(C)C (DMA). Run at temperature 130 celsius. Yields the product CC1=CC2=C(N(C(N2)=O)CC=2C3=C(SC2)C=CC=C3C)C=C1C (5,6-Dimethyl-1-(4-methyl-benzo[b]thiophen-3-ylmethyl)-1,3-dihydro-benzimidazol-2-one). RXN SMILES: [CH3:1][C:2]1[C:11]([CH3:12])=[CH:10][C:5]2[NH:6][C:7](=[O:9])[NH:8][C:4]=2[CH:3]=1.C([O-])([O-])=O.[K+].[K+].C[N+](C)(C)[CH2:21][C:22]1[C:23]2[C:30]([CH3:31])=[CH:29][CH:28]=[CH:27][C:24]=2[S:25][CH:26]=1.[I-].[H-].[Na+]>CC(N(C)C)=O.C(OCC)(=O)C.CO>[CH3:1][C:2]1[C:11]([CH3:12])=[CH:10][C:5]2[N:6]([CH2:21][C:22]3[C:23]4[C:30]([CH3:31])=[CH:29][CH:28]=[CH:27][C:24]=4[S:25][CH:26]=3)[C:7](=[O:9])[NH:8][C:4]=2[CH:3]=1 |f:1.2.3,6.7|. Reported procedure: To a slurry of 5,6-Dimethyl-2-benzimidazolinone (0.2 g, 1.2 mmol) in DMA (2 mL) (poor solubility) were added K2CO3 (0.10 g, 0.74 mmol) and trimethyl-(4-methyl-benzo[b]thiophen-3-ylmethyl)-ammonium; iodide (0.21 g, 0.62 mmol). The heterogeneous reaction mixture was heated to 130° C. for 10 min. Since there was still un-reacted starting material left, NaH (15 mg, 0.38 mmol) was added to the reaction mixture and heated to 150° C. for 10 min. The reaction was complete. The reaction mixture was then ... Starting materials: C(C)(C)(C)C1=CC=C(N)C=C1 (4-t-Butylaniline), C(C)(=O)OC(C)=O (acetic anhydride), [N+](=O)(O)[O-] (nitric acid). Product: C(C)(=O)NC1=C(C=C(C=C1)C(C)(C)C)[N+](=O)[O-] (N-acetyl-4-t-butyl-2-nitroaniline). Yield: 90.0%. Reaction SMILES: [C:1]([C:5]1[CH:11]=[CH:10][C:8]([NH2:9])=[CH:7][CH:6]=1)([CH3:4])([CH3:3])[CH3:2].[N+:12]([O-:15])(O)=[O:13].[C:16](OC(=O)C)(=[O:18])[CH3:17]>>[C:16]([NH:9][C:8]1[CH:7]=[CH:6][C:5]([C:1]([CH3:4])([CH3:2])[CH3:3])=[CH:11][C:10]=1[N+:12]([O-:15])=[O:13])(=[O:18])[CH3:17]. Procedure: 4-t-Butylaniline (5 g, 33.58 mmol) in acetic anhydride (25 ml) was stirred at ambient temperature for 0.5h. The mixture was cooled in an ice-bath and nitric acid (6 ml, 65%) was added at such a rate that the temperature did not exceed 18° C. Following the addition the mixture was poured on ice (200 g). The precipitate was filtered off, washed thoroughly with water and dried to yield N-acetyl-4-t-butyl-2-nitroaniline (7.15 g, 90%). Mp. 109°-110° C. Reactants: CN=C=O, Nc1nc(CC(=O)Nc2cccc(C(F)(F)F)c2)cs1, O, c1ccncc1. The product is CNC(=O)Nc1nc(CC(=O)Nc2cccc(C(F)(F)F)c2)cs1. RXN SMILES: [CH3:21][N:22]=[C:23]=[O:24].[NH2:1][c:2]1[s:3][cH:4][c:5]([CH2:7][C:8]([NH:9][c:10]2[cH:11][c:12]([C:16]([F:17])([F:18])[F:19])[cH:13][cH:14][cH:15]2)=[O:20])[n:6]1.[OH2:25].[cH:26]1[cH:27][cH:28][n:29][cH:30][cH:31]1>>[NH:1]([c:2]1[s:3][cH:4][c:5]([CH2:7][C:8]([NH:9][c:10]2[cH:11][c:12]([C:16]([F:17])([F:18])[F:19])[cH:13][cH:14][cH:15]2)=[O:20])[n:6]1)[C:23]([NH:22][CH3:21])=[O:24]. The reactants are CO, O=C(O)C(F)(F)F, C1=C(c2nccs2)CNC1, O=[Pt]=O. Yields the product O=C(O)C(F)(F)F, c1csc(C2CCNC2)n1. RXN SMILES: [CH3:18][OH:19].[F:1][C:2]([C:3](=[O:4])[OH:5])([F:6])[F:7].[NH:8]1[CH2:9][C:10]([c:13]2[s:14][cH:15][cH:16][n:17]2)=[CH:11][CH2:12]1.[Pt:20](=[O:21])=[O:22]>>[F:1][C:2]([C:3](=[O:4])[OH:5])([F:6])[F:7].[NH:8]1[CH2:9][CH:10]([c:13]2[s:14][cH:15][cH:16][n:17]2)[CH2:11][CH2:12]1. The reactants are CO, ClC(Cl)Cl, Cl, CC(NC(=O)Cc1cc(F)cc(F)c1)C(=O)O, COC(=O)C(N)c1cccc(OC)c1. Yields the product COC(=O)C(NC(=O)C(C)NC(=O)Cc1cc(F)cc(F)c1)c1cccc(OC)c1. As a reaction SMILES: [CH3:37][OH:38].[Cl:33][CH:34]([Cl:35])[Cl:36].[ClH:18].[F:1][c:2]1[cH:3][c:4]([CH2:9][C:10](=[O:11])[NH:12][CH:13]([CH3:14])[C:15](=[O:16])[OH:17])[cH:5][c:6]([F:8])[cH:7]1.[NH2:19][CH:20]([C:21](=[O:22])[O:23][CH3:24])[c:25]1[cH:26][c:27]([O:31][CH3:32])[cH:28][cH:29][cH:30]1>>[F:1][c:2]1[cH:3][c:4]([CH2:9][C:10](=[O:11])[NH:12][CH:13]([CH3:14])[C:15](=[O:17])[NH:19][CH:20]([C:21](=[O:22])[O:23][CH3:24])[c:25]2[cH:26][c:27]([O:31][CH3:32])[cH:28][cH:29][cH:30]2)[cH:5][c:6]([F:8])[cH:7]1. Starting materials: C1(CCC1)CSCCC1=CC=C(C=C1)O (p-(2-cyclobutylmethylthioethyl)-phenol), [OH-].[Na+] (sodium hydroxide), C(Br)C1CO1 (epibromohydrin). The solvent is O (water). Reaction conditions: time 30 minute. Yields the product C1(CCC1)CSCCC1=CC=C(OCC2CO2)C=C1 (1-[4-(2-cyclobutylmethylthio-ethyl)-phenoxy]-2,3-epoxy-propane). The yield is 38.4%. As a reaction SMILES: [CH:1]1([CH2:5][S:6][CH2:7][CH2:8][C:9]2[CH:14]=[CH:13][C:12]([OH:15])=[CH:11][CH:10]=2)[CH2:4][CH2:3][CH2:2]1.[OH-].[Na+].[CH2:18]([CH:20]1[O:22][CH2:21]1)Br>O>[CH:1]1([CH2:5][S:6][CH2:7][CH2:8][C:9]2[CH:14]=[CH:13][C:12]([O:15][CH2:18][CH:20]3[O:22][CH2:21]3)=[CH:11][CH:10]=2)[CH2:4][CH2:3][CH2:2]1 |f:1.2|. Reported procedure: 13 g (0.058 mol) of p-(2-cyclobutylmethylthioethyl)-phenol suspended in 80 ml of water are introduced into an Erlenmeyer flask placed under nitrogen. The temperature is kept below 20° C. and 2.72 g (0.068 mol) of sodium hydroxide pellets are added. The solution becomes homogeneous. It is stirred for about 30 minutes and 11.92 g (0.087 mol) of epibromohydrin are then added dropwise at ambient temperature. The batch is stirred at ambient temperature for about 4 hours. The solution becomes cloudy. ... Starting materials: FCCBr, CCOC(C)=O, [K+], [K+], O=C([O-])[O-], CN(C)C=O, Cn1ncc(C(=O)N2CCOCC2)c1C(=O)Nc1ccn2nc(-c3cccc(O)c3)nc2c1. The product is Cn1ncc(C(=O)N2CCOCC2)c1C(=O)Nc1ccn2nc(-c3cccc(OCCF)c3)nc2c1. Reaction SMILES: [Br:34][CH2:35][CH2:36][F:37].[CH3:49][CH2:50][O:51][C:52]([CH3:53])=[O:54].[K+:38].[K+:39].[O-:40][C:41]([O-:42])=[O:43].[O:44]=[CH:45][N:46]([CH3:47])[CH3:48].[OH:1][c:2]1[cH:3][c:4](-[c:8]2[n:9][n:10]3[c:11]([cH:12][c:13]([NH:16][C:17](=[O:18])[c:19]4[n:20]([CH3:32])[n:21][cH:22][c:23]4[C:24](=[O:25])[N:26]4[CH2:27][CH2:28][O:29][CH2:30][CH2:31]4)[cH:14][cH:15]3)[n:33]2)[cH:5][cH:6][cH:7]1>>[O:1]([c:2]1[cH:3][c:4](-[c:8]2[n:9][n:10]3[c:11]([cH:12][c:13]([NH:16][C:17](=[O:18])[c:19]4[n:20]([CH3:32])[n:21][cH:22][c:23]4[C:24](=[O:25])[N:26]4[CH2:27][CH2:28][O:29][CH2:30][CH2:31]4)[cH:14][cH:15]3)[n:33]2)[cH:5][cH:6][cH:7]1)[CH2:35][CH2:36][F:37].